This data is from the Open Reaction Database (ORD), a public repository of structured organic reaction records. The task is: describe an organic reaction: reactants, conditions, products, and yield The reactants are BrC=1C(=NC=C(C(=O)NC2=CC=C(C=C2)OC(F)(F)Cl)C1)N1C[C@H](CC1)CO ((S)-5-bromo-N-(4-(chlorodifluoromethoxy)phenyl)-6-(3-(hydroxymethyl)pyrrolidin-1-yl)nicotinamide), CC1(OB(OC1(C)C)C=1C=NC=C(C#N)C1)C (5-(4,4,5,5-tetramethyl-1,3,2-dioxaborolan-2-yl)nicotinonitrile). The product is ClC(OC1=CC=C(C=C1)NC(=O)C=1C=C(C(=NC1)N1C[C@H](CC1)CO)C=1C=NC=C(C1)C#N)(F)F ((S)—N-(4-(Chlorodifluoromethoxy)phenyl)-5′-cyano-2-(3-(hydroxymethyl)pyrrolidin-1-yl)-[3,3′-bipyridine]-5-carboxamide). Reaction SMILES: Br[C:2]1[C:3]([N:22]2[CH2:26][CH2:25][C@H:24]([CH2:27][OH:28])[CH2:23]2)=[N:4][CH:5]=[C:6]([CH:21]=1)[C:7]([NH:9][C:10]1[CH:15]=[CH:14][C:13]([O:16][C:17]([Cl:20])([F:19])[F:18])=[CH:12][CH:11]=1)=[O:8].CC1(C)C(C)(C)OB([C:37]2[CH:38]=[N:39][CH:40]=[C:41]([CH:44]=2)[C:42]#[N:43])O1>>[Cl:20][C:17]([F:19])([F:18])[O:16][C:13]1[CH:14]=[CH:15][C:10]([NH:9][C:7]([C:6]2[CH:21]=[C:2]([C:37]3[CH:38]=[N:39][CH:40]=[C:41]([C:42]#[N:43])[CH:44]=3)[C:3]([N:22]3[CH2:26][CH2:25][C@H:24]([CH2:27][OH:28])[CH2:23]3)=[N:4][CH:5]=2)=[O:8])=[CH:11][CH:12]=1. Procedure: The title compound was prepared in an analogous fashion to that described in Example 151 using (S)-5-bromo-N-(4-(chlorodifluoromethoxy)phenyl)-6-(3-(hydroxymethyl)pyrrolidin-1-yl)nicotinamide (Stage 174.1) and 5-(4,4,5,5-tetramethyl-1,3,2-dioxaborolan-2-yl)nicotinonitrile to afford a yellow solid. UPLC-MS (Condition 3) tR=1.05 min, m/z=498.5 [M+H]+, m/z=500.0 [M−H]−; 1H-NMR (400 MHz, DMSO-d6) δ ppm 1.51-1.66 (m, 1H) 1.78-1.92 (m, 1H) 2.17-2.30 (m, 1H) 2.96 (dd, J=11.00, 6.85 Hz, 1H) 3.11-3.28 (m... Reactants: [Li]CCCC, CN(C)C=O, Fc1ccc(OCC(F)(F)F)c(Cl)c1, O. Yields the product O=Cc1c(F)ccc(OCC(F)(F)F)c1Cl. RXN SMILES: [CH2:15]([Li:16])[CH2:17][CH2:18][CH3:19].[CH3:20][N:21]([CH:22]=[O:23])[CH3:24].[Cl:1][c:2]1[c:3]([O:9][CH2:10][C:11]([F:12])([F:13])[F:14])[cH:4][cH:5][c:6]([F:8])[cH:7]1.[OH2:25]>>[Cl:1][c:2]1[c:3]([O:9][CH2:10][C:11]([F:12])([F:13])[F:14])[cH:4][cH:5][c:6]([F:8])[c:7]1[CH:22]=[O:23]. The reactants are CCOC(=O)CN1CC(C)=CCC(NC(=O)c2nccc3ccccc23)C1=O, C1CCOC1, [Li+], [OH-], O. Yields the product CC1=CCC(NC(=O)c2nccc3ccccc23)C(=O)N(CC(=O)O)C1. Reaction SMILES: [CH2:1]([CH3:2])[O:3][C:4]([CH2:5][N:6]1[C:7](=[O:27])[CH:8]([NH:14][C:15](=[O:16])[c:17]2[n:18][cH:19][cH:20][c:21]3[cH:22][cH:23][cH:24][cH:25][c:26]23)[CH2:9][CH:10]=[C:11]([CH3:13])[CH2:12]1)=[O:28].[CH2:31]1[O:32][CH2:33][CH2:34][CH2:35]1.[Li+:30].[OH-:29].[OH2:36]>>[O:3]=[C:4]([CH2:5][N:6]1[C:7](=[O:27])[CH:8]([NH:14][C:15](=[O:16])[c:17]2[n:18][cH:19][cH:20][c:21]3[cH:22][cH:23][cH:24][cH:25][c:26]23)[CH2:9][CH:10]=[C:11]([CH3:13])[CH2:12]1)[OH:28]. Starting materials: ClCC1=CC=C(C(=N1)CC(C)(C)C)C1=C(C=CC(=C1)OC)F (6-(chloromethyl)-2-(2,2-dimethylpropyl)-3-(2-fluoro-5-methoxyphenyl)pyridine), FC1=C(C=C(C=C1)O)CCC(=O)OCC (ethyl 3-(2-fluoro-5-hydroxyphenyl)propanoate), C([O-])([O-])=O.[Cs+].[Cs+] (cesium carbonate), C(C)(=O)OCC (Ethyl acetate). Run in C(C)#N (acetonitrile). Product: CC(CC1=C(C=CC(=N1)COC=1C=CC(=C(C1)CCC(=O)OCC)F)C1=C(C=CC(=C1)OC)F)(C)C (ethyl 3-(5-((6-(2,2-dimethylpropyl)-5-(2-fluoro-5-methoxyphenyl)pyridin-2-yl)methoxy)-2-fluorophenyl)propanoate). The yield is 81.7%. RXN SMILES: Cl[CH2:2][C:3]1[N:8]=[C:7]([CH2:9][C:10]([CH3:13])([CH3:12])[CH3:11])[C:6]([C:14]2[CH:19]=[C:18]([O:20][CH3:21])[CH:17]=[CH:16][C:15]=2[F:22])=[CH:5][CH:4]=1.[F:23][C:24]1[CH:29]=[CH:28][C:27]([OH:30])=[CH:26][C:25]=1[CH2:31][CH2:32][C:33]([O:35][CH2:36][CH3:37])=[O:34].C(=O)([O-])[O-].[Cs+].[Cs+].C(OCC)(=O)C>C(#N)C>[CH3:11][C:10]([CH3:13])([CH3:12])[CH2:9][C:7]1[N:8]=[C:3]([CH2:2][O:30][C:27]2[CH:28]=[CH:29][C:24]([F:23])=[C:25]([CH2:31][CH2:32][C:33]([O:35][CH2:36][CH3:37])=[O:34])[CH:26]=2)[CH:4]=[CH:5][C:6]=1[C:14]1[CH:19]=[C:18]([O:20][CH3:21])[CH:17]=[CH:16][C:15]=1[F:22] |f:2.3.4|. Reported procedure: To a solution of 6-(chloromethyl)-2-(2,2-dimethylpropyl)-3-(2-fluoro-5-methoxyphenyl)pyridine (380 mg) in acetonitrile (10 mL) were added ethyl 3-(2-fluoro-5-hydroxyphenyl)propanoate (300 mg) and cesium carbonate (650 mg), and the mixture was heated under reflux for 15 hr. Ethyl acetate was added to the reaction mixture, and the insoluble material was filtered off. The solvent in the filtrate was evaporated under reduced pressure, and the residue was purified by silica gel column chromatography ... Starting materials: O=C(O)c1cnn2c(C(F)F)cc(-c3ccc(C(F)(F)F)cc3)nc12, Cc1nc(N)sc1S(=O)(=O)NC(C)(CO)CO. Yields the product Cc1nc(NC(=O)c2cnn3c(C(F)F)cc(-c4ccc(C(F)(F)F)cc4)nc23)sc1S(=O)(=O)NC(C)(CO)CO. As a reaction SMILES: [F:1][CH:2]([c:3]1[cH:4][c:5](-[c:15]2[cH:16][cH:17][c:18]([C:21]([F:22])([F:23])[F:24])[cH:19][cH:20]2)[n:6][c:7]2[n:8]1[n:9][cH:10][c:11]2[C:12](=[O:13])[OH:14])[F:25].[OH:26][CH2:27][C:28]([CH3:29])([CH2:30][OH:31])[NH:32][S:33](=[O:34])(=[O:35])[c:36]1[c:37]([CH3:42])[n:38][c:39]([NH2:41])[s:40]1>>[F:1][CH:2]([c:3]1[cH:4][c:5](-[c:15]2[cH:16][cH:17][c:18]([C:21]([F:22])([F:23])[F:24])[cH:19][cH:20]2)[n:6][c:7]2[n:8]1[n:9][cH:10][c:11]2[C:12](=[O:13])[NH:41][c:39]1[n:38][c:37]([CH3:42])[c:36]([S:33]([NH:32][C:28]([CH2:27][OH:26])([CH3:29])[CH2:30][OH:31])(=[O:34])=[O:35])[s:40]1)[F:25]. Starting materials: IC1=CC=C(C=C1)C1=CC=CC=C1 (4-iodobiphenyl), IC1=CC=C(C=C1)C1=CC=CC=C1 (4-iodobiphenyl), C(C)OC(C(F)(F)Br)=O (bromodifluoroacetic acid ethyl ester). Reagents/catalysts: [Cu] (copper). Solvent: CS(=O)C (DMSO). Run at temperature 55 celsius, time 24 hour. Yields the product C(C)OC(C(F)(F)C1=CC=C(C=C1)C1=CC=CC=C1)=O (2-(biphenyl-4-yl)-2,2-difluoroacetic acid ethyl ester). As a reaction SMILES: I[C:2]1[CH:7]=[CH:6][C:5]([C:8]2[CH:13]=[CH:12][CH:11]=[CH:10][CH:9]=2)=[CH:4][CH:3]=1.[CH2:14]([O:16][C:17](=[O:22])[C:18](Br)([F:20])[F:19])[CH3:15]>[Cu].CS(C)=O>[CH2:14]([O:16][C:17](=[O:22])[C:18]([C:2]1[CH:7]=[CH:6][C:5]([C:8]2[CH:13]=[CH:12][CH:11]=[CH:10][CH:9]=2)=[CH:4][CH:3]=1)([F:20])[F:19])[CH3:15]. Reported procedure: According to the Kumadaki method (supra) and the above-described scheme, 4-iodobiphenyl (Compound 1g; 840.3 mg, 3.0 mmol), bromodifluoroacetic acid ethyl ester (609.0 mg, 3.0 mmol), copper powder (381.0 mg, 6.0 mmol) and DMSO (6.0 mL) were put into a two-neck reaction tube, and the mixture was stirred under argon atmosphere at 55° C. for 24 hours. The reaction mixture was extracted with ethyl acetate and washed with water, and an organic layer was dried with anhydrous sodium sulfate. Ethyl aceta... Reactants: CC(=O)[O-], CC(C)c1ccc(CCl)cc1, CC#N, [Na+], O, O, O, O, Nc1ccc(S(=O)(=O)O)cc1. Product: CC(C)c1ccc(CNc2ccc(S(=O)(=O)O)cc2)cc1. RXN SMILES: [C:16]([O-:17])(=[O:18])[CH3:19].[CH3:21][CH:22]([CH3:23])[c:24]1[cH:25][cH:26][c:27]([CH2:28][Cl:29])[cH:30][cH:31]1.[CH3:32][C:33]#[N:34].[Na+:20].[OH2:12].[OH2:13].[OH2:14].[OH2:15].[S:1](=[O:2])([c:3]1[cH:4][cH:5][c:6]([NH2:9])[cH:7][cH:8]1)(=[O:10])[OH:11]>>[S:1](=[O:2])([c:3]1[cH:4][cH:5][c:6]([NH:9][CH2:28][c:27]2[cH:26][cH:25][c:24]([CH:22]([CH3:21])[CH3:23])[cH:31][cH:30]2)[cH:7][cH:8]1)(=[O:10])[OH:11]. Starting materials: CC(=O)N(c1ccc(Cl)cc1)C1CC(C)N(C(=O)c2ccc(O)cc2)c2ccccc21, CCOC(=O)N=NC(=O)OCC, O=C1CCCN1CCCO, c1ccc(P(c2ccccc2)c2ccccc2)cc1, c1ccccc1. RXN SMILES: [Cl:30][c:31]1[cH:32][cH:33][c:34]([N:37]([C:38]([CH3:39])=[O:40])[CH:41]2[CH2:42][CH:43]([CH3:60])[N:44]([C:51]([c:52]3[cH:53][cH:54][c:55]([OH:58])[cH:56][cH:57]3)=[O:59])[c:45]3[cH:46][cH:47][cH:48][cH:49][c:50]32)[cH:35][cH:36]1.[O:61]=[C:62]([O:63][CH2:64][CH3:65])[N:66]=[N:67][C:68]([O:69][CH2:70][CH3:71])=[O:72].[OH:1][CH2:2][CH2:3][CH2:4][N:5]1[C:6](=[O:10])[CH2:7][CH2:8][CH2:9]1.[c:11]1([P:12]([c:13]2[cH:14][cH:15][cH:16][cH:17][cH:18]2)[c:19]2[cH:20][cH:21][cH:22][cH:23][cH:24]2)[cH:25][cH:26][cH:27][cH:28][cH:29]1.[cH:73]1[cH:74][cH:75][cH:76][cH:77][cH:78]1>>[O:1]([CH2:2][CH2:3][CH2:4][N:5]1[C:6](=[O:10])[CH2:7][CH2:8][CH2:9]1)[c:55]1[cH:54][cH:53][c:52]([C:51]([N:44]2[CH:43]([CH3:60])[CH2:42][CH:41]([N:37]([c:34]3[cH:33][cH:32][c:31]([Cl:30])[cH:36][cH:35]3)[C:38]([CH3:39])=[O:40])[c:50]3[c:45]2[cH:46][cH:47][cH:48][cH:49]3)=[O:59])[cH:57][cH:56]1. Product: CC(=O)N(c1ccc(Cl)cc1)C1CC(C)N(C(=O)c2ccc(OCCCN3CCCC3=O)cc2)c2ccccc21.